From a dataset of the Open Reaction Database (ORD), a public repository of structured organic reaction records. describe an organic reaction: reactants, conditions, products, and yield Product: O=C1CCC2(CC1)CCC(=O)N2. Reaction SMILES: [CH2:17]1[O:18][CH2:19][CH2:20][CH2:21]1.[ClH:16].[O:1]1[CH2:3][CH2:2][O:4][C:5]12[CH2:6][CH2:7][C:8]1([NH:9][C:10](=[O:13])[CH2:11][CH2:12]1)[CH2:14][CH2:15]2>>[O:4]=[C:5]1[CH2:6][CH2:7][C:8]2([NH:9][C:10](=[O:13])[CH2:11][CH2:12]2)[CH2:14][CH2:15]1. The reactants are C1CCOC1, Cl, O=C1CCC2(CCC3(CC2)OCCO3)N1. Starting materials: ClCCl, O=C(Cl)OCc1ccccc1, NCCCCN. Yields the product NCCCCNC(=O)OCc1ccccc1. RXN SMILES: [CH2:18]([Cl:19])[Cl:20].[Cl:7][C:8](=[O:9])[O:10][CH2:11][c:12]1[cH:13][cH:14][cH:15][cH:16][cH:17]1.[NH2:1][CH2:2][CH2:3][CH2:4][CH2:5][NH2:6]>>[NH:1]([CH2:2][CH2:3][CH2:4][CH2:5][NH2:6])[C:8](=[O:9])[O:10][CH2:11][c:12]1[cH:13][cH:14][cH:15][cH:16][cH:17]1. The reactants are CS(C)=O, CC(C)(C)OC(=O)N(CCCl)CCCl, ClCCl, N#CCc1cccc(F)c1, [H-], [Na+]. Product: CC(C)(C)OC(=O)N1CCC(C#N)(c2cccc(F)c2)CC1. RXN SMILES: [CH3:27][S:28]([CH3:29])=[O:30].[Cl:11][CH2:12][CH2:13][N:14]([C:15]([O:16][C:17]([CH3:18])([CH3:19])[CH3:20])=[O:21])[CH2:22][CH2:23][Cl:24].[Cl:31][CH2:32][Cl:33].[F:1][c:2]1[cH:3][c:4]([CH2:8][C:9]#[N:10])[cH:5][cH:6][cH:7]1.[H-:25].[Na+:26]>>[F:1][c:2]1[cH:3][c:4]([C:8]2([C:9]#[N:10])[CH2:12][CH2:13][N:14]([C:15]([O:16][C:17]([CH3:18])([CH3:19])[CH3:20])=[O:21])[CH2:22][CH2:23]2)[cH:5][cH:6][cH:7]1. Starting materials: C[O-].[Na+] (Sodium methoxide), C(C)(=O)OOC(C1=NC(=NC=C1)NC(C)=O)OC (2-acetamidopyrimidine-4-carboxaldehyde monomethyl monoacetoxy acetal), Cl (HCl). The solvent is CO (MeOH). Run at time 3 hour. Product: C(C)(=O)NC1=NC=CC(=N1)C=O (2-Acetamidopyrimidine-4-carboxaldehyde). Reaction SMILES: C[O-].[Na+].C(O[O:8][CH:9](OC)[C:10]1[CH:15]=[CH:14][N:13]=[C:12]([NH:16][C:17](=[O:19])[CH3:18])[N:11]=1)(=O)C.Cl>CO>[C:17]([NH:16][C:12]1[N:11]=[C:10]([CH:9]=[O:8])[CH:15]=[CH:14][N:13]=1)(=[O:19])[CH3:18] |f:0.1|. Procedure details: Sodium methoxide (0.056 g, 1.0 mmol) was added to a solution of 2-acetamidopyrimidine-4-carboxaldehyde monomethyl monoacetoxy acetal (5.0 g, 21 mmol) in MeOH (25 mL) at ambient temperature. After stirring at this temperature for 3 h, the reaction mixture was neutralized by addition of 3N HCl. The resulting solution was concentrated and the residue was treated with CH2Cl2. Remaining solids were removed by filtration and the solvent was evaporated to afford the title compound as a yellow solid; yi... Starting materials: CCOC(=O)c1c[nH]cn1, CN(C)C=O, O=[N+]([O-])c1ccc(F)cc1, [Na+], [Na+], O=C([O-])[O-], O. The product is CCOC(=O)c1cn(-c2ccc([N+](=O)[O-])cc2)cn1. Reaction SMILES: [CH2:1]([CH3:2])[O:3][C:4](=[O:5])[c:6]1[n:7][cH:8][nH:9][cH:10]1.[CH3:28][N:29]([CH3:30])[CH:31]=[O:32].[F:11][c:12]1[cH:13][cH:14][c:15]([N+:18](=[O:19])[O-:20])[cH:16][cH:17]1.[Na+:21].[Na+:22].[O-:23][C:24](=[O:25])[O-:26].[OH2:27]>>[CH2:1]([CH3:2])[O:3][C:4](=[O:5])[c:6]1[n:7][cH:8][n:9](-[c:12]2[cH:13][cH:14][c:15]([N+:18](=[O:19])[O-:20])[cH:16][cH:17]2)[cH:10]1. Starting materials: Nc1ccc(F)cc1N, O=C1Nc2ccc(F)cc2NC2=C1CSC2, COC(=O)C1CSCC1=O. The product is O=C1Nc2ccccc2NC2=C1CSC2. RXN SMILES: [F:1][c:2]1[cH:3][cH:4][c:5]([NH2:6])[c:7]([NH2:8])[cH:9]1.[F:20][c:21]1[cH:22][c:23]2[c:24]([cH:34][cH:35]1)[NH:25][C:26](=[O:33])[C:27]1=[C:28]([NH:29]2)[CH2:30][S:31][CH2:32]1.[O:10]=[C:11]1[CH2:12][S:13][CH2:14][CH:15]1[C:16]([O:17][CH3:18])=[O:19]>>[cH:21]1[cH:22][c:23]2[c:24]([cH:34][cH:35]1)[NH:25][C:26](=[O:33])[C:27]1=[C:28]([NH:29]2)[CH2:30][S:31][CH2:32]1. Procedure: A flask containing crude ethyl 1-(1-methyl-4-piperidinyl)-6-(4-morpholinylmethyl)-4-oxo-1,4-dihydro-3-quinolinecarboxylate (0.31 g) is treated with 4-chlorobenzylarnine (2.0 mL). The reaction is tightly capped and heated to 165° C. overnight. The reaction is cooled to room temperature, adsorbed onto silica and chromatographed on silica eluting with 2% to 10% methanol saturated with ammonia in dichloromethane and then by recrystallization from ethyl acetate-hexanes to afford 0.11 g of the title c... Run at temperature 165 celsius. The reactants are CN1CCC(CC1)N1C=C(C(C2=CC(=CC=C12)CN1CCOCC1)=O)C(=O)OCC (ethyl 1-(1-methyl-4-piperidinyl)-6-(4-morpholinylmethyl)-4-oxo-1,4-dihydro-3-quinolinecarboxylate), ClC1=CC=C(CN)C=C1 (4-chlorobenzylarnine). Reaction SMILES: [CH3:1][N:2]1[CH2:7][CH2:6][CH:5]([N:8]2[C:17]3[C:12](=[CH:13][C:14]([CH2:18][N:19]4[CH2:24][CH2:23][O:22][CH2:21][CH2:20]4)=[CH:15][CH:16]=3)[C:11](=[O:25])[C:10]([C:26]([O:28]CC)=O)=[CH:9]2)[CH2:4][CH2:3]1.[Cl:31][C:32]1[CH:39]=[CH:38][C:35]([CH2:36][NH2:37])=[CH:34][CH:33]=1>>[Cl:31][C:32]1[CH:39]=[CH:38][C:35]([CH2:36][NH:37][C:26]([C:10]2[C:11](=[O:25])[C:12]3[C:17](=[CH:16][CH:15]=[C:14]([CH2:18][N:19]4[CH2:24][CH2:23][O:22][CH2:21][CH2:20]4)[CH:13]=3)[N:8]([CH:5]3[CH2:6][CH2:7][N:2]([CH3:1])[CH2:3][CH2:4]3)[CH:9]=2)=[O:28])=[CH:34][CH:33]=1. The product is ClC1=CC=C(CNC(=O)C2=CN(C3=CC=C(C=C3C2=O)CN2CCOCC2)C2CCN(CC2)C)C=C1 (N-(4-Chlorobenzyl)-1-(1-methyl-4-piperidinyl)-6-(4-morpholinylmethyl)-4-oxo-1,4-dihydro-3-quinolinecarboxamide). Starting materials: CCSc1nc(C(F)(F)F)ccc1C=CC(=O)O, COc1nc(OC)nc([N+]2(C)CCOCC2)n1, [Cl-], Cl, C#Cc1cc(CN)cc(F)c1NS(C)(=O)=O, O. The product is C#Cc1cc(CNC(=O)C=Cc2ccc(C(F)(F)F)nc2SCC)cc(F)c1NS(C)(=O)=O. As a reaction SMILES: [CH2:37]([CH3:38])[S:39][c:40]1[n:41][c:42]([C:51]([F:52])([F:53])[F:54])[cH:43][cH:44][c:45]1[CH:46]=[CH:47][C:48](=[O:49])[OH:50].[CH3:20][O:21][c:22]1[n:23][c:24]([O:25][CH3:26])[n:27][c:28]([N+:29]2([CH3:30])[CH2:31][CH2:32][O:33][CH2:34][CH2:35]2)[n:36]1.[Cl-:19].[ClH:17].[NH2:1][CH2:2][c:3]1[cH:4][c:5]([F:16])[c:6]([NH:11][S:12](=[O:13])(=[O:14])[CH3:15])[c:7]([C:9]#[CH:10])[cH:8]1.[OH2:18]>>[NH:1]([CH2:2][c:3]1[cH:4][c:5]([F:16])[c:6]([NH:11][S:12](=[O:13])(=[O:14])[CH3:15])[c:7]([C:9]#[CH:10])[cH:8]1)[C:48]([CH:47]=[CH:46][c:45]1[c:40]([S:39][CH2:37][CH3:38])[n:41][c:42]([C:51]([F:52])([F:53])[F:54])[cH:43][cH:44]1)=[O:49]. Starting materials: C(=O)(O)[O-].[Na+] (NaHCO3), IC=1C=C2C=NNC2=CC1 (5-iodo-1H-indazole), O1CCCC=C1 (3,4-dihydro-2H-pyran), CC=1C=CC(=CC1)S(=O)(=O)O (p-TsOH). Solvent: ClCCl (dichloromethane). Conditions: time 8 hour. The product is IC=1C=C2C=NN(C2=CC1)C1OCCCC1 (5-iodo-1-(tetrahydro-2H-pyran-2-yl)-1H-indazole). Isolated yield 82.6%. Reaction SMILES: [I:1][C:2]1[CH:3]=[C:4]2[C:8](=[CH:9][CH:10]=1)[NH:7][N:6]=[CH:5]2.[O:11]1[CH:16]=[CH:15][CH2:14][CH2:13][CH2:12]1.CC1C=CC(S(O)(=O)=O)=CC=1.C([O-])(O)=O.[Na+]>ClCCl>[I:1][C:2]1[CH:3]=[C:4]2[C:8](=[CH:9][CH:10]=1)[N:7]([CH:12]1[CH2:13][CH2:14][CH2:15][CH2:16][O:11]1)[N:6]=[CH:5]2 |f:3.4|. Procedure: To a mixture of 5-iodo-1H-indazole (0.90 g, 3.69 mmol) and 3,4-dihydro-2H-pyran (1.57 g, 18.7 mmol) in dry dichloromethane (20 mL), was added p-TsOH (0.08 g, 0.41 mmol) at room temperature. The resulting mixture was stirred overnight. Upon completion, saturated aqueous NaHCO3 (30 mL) was added slowly into the reaction mixture. The organic layer was separated, dried over Na2SO4, and concentrated in vacuo. The residue was purified by column chromatography on silica gel (0˜5% EtOAc in petroleum eth... The reactants are C(C)(=O)OCC (ethyl acetate), BrC1=C(C=CC=C1)Cl (2-bromochlorobenzene), C(=O)C=1C=C(C=CC1)B(O)O (3-formylbenzeneboronic acid), C([O-])([O-])=O.[Na+].[Na+] (sodium carbonate). Reagents/catalysts: C=1C=CC(=CC1)[P](C=2C=CC=CC2)(C=3C=CC=CC3)[Pd]([P](C=4C=CC=CC4)(C=5C=CC=CC5)C=6C=CC=CC6)([P](C=7C=CC=CC7)(C=8C=CC=CC8)C=9C=CC=CC9)[P](C=1C=CC=CC1)(C=1C=CC=CC1)C=1C=CC=CC1 ((Ph3P)4Pd). Run in C1(=CC=CC=C1)C (toluene). Product: C(=O)C=1C=C(C=CC1)C1=C(C=CC=C1)Cl (3-formyl-(2′-chloro-1,1′-biphenyl)). RXN SMILES: Br[C:2]1[CH:7]=[CH:6][CH:5]=[CH:4][C:3]=1[Cl:8].[CH:9]([C:11]1[CH:12]=[C:13](B(O)O)[CH:14]=[CH:15][CH:16]=1)=[O:10].C(=O)([O-])[O-].[Na+].[Na+].C(OCC)(=O)C>C1(C)C=CC=CC=1.C1C=CC([P]([Pd]([P](C2C=CC=CC=2)(C2C=CC=CC=2)C2C=CC=CC=2)([P](C2C=CC=CC=2)(C2C=CC=CC=2)C2C=CC=CC=2)[P](C2C=CC=CC=2)(C2C=CC=CC=2)C2C=CC=CC=2)(C2C=CC=CC=2)C2C=CC=CC=2)=CC=1>[CH:9]([C:11]1[CH:16]=[C:15]([C:2]2[CH:7]=[CH:6][CH:5]=[CH:4][C:3]=2[Cl:8])[CH:14]=[CH:13][CH:12]=1)=[O:10] |f:2.3.4,^1:42,44,63,82|. Reported procedure: To a solution of 2-bromochlorobenzene (0.24 mL, 2 mmol) and 3-formylbenzeneboronic acid (0.35 g, 2.2 mmol) in toluene (20 mL) were added 2M aq. sodium carbonate (2.6 mL) followed by (Ph3P)4Pd (0.34 g, 0.3 mmol). The resulting reaction mixture was refluxed for 3 h, cooled and diluted ethyl acetate. The organic phase was washed with water, saturated aq. sodium bicarbonate, brine and dried over sodium sulfate. The filtrate was concentrated in vacuo and the residue obtained was purified by chromatog...